This data is from the Open Reaction Database (ORD), a public repository of structured organic reaction records. The task is: describe an organic reaction: reactants, conditions, products, and yield Reactants: O=C([O-])O, CO, ClC(Cl)Cl, COc1cc(C(=O)O)c(N)cc1-c1ccccc1, [Na+], O=S(=O)(O)O. Yields the product COC(=O)c1cc(OC)c(-c2ccccc2)cc1N. Reaction SMILES: [C:26](=[O:27])([OH:28])[O-:29].[CH3:6][OH:7].[CH:31]([Cl:32])([Cl:33])[Cl:34].[NH2:8][c:9]1[c:10]([C:11](=[O:12])[OH:13])[cH:14][c:15]([O:24][CH3:25])[c:16](-[c:18]2[cH:19][cH:20][cH:21][cH:22][cH:23]2)[cH:17]1.[Na+:30].[S:1](=[O:2])(=[O:3])([OH:4])[OH:5]>>[NH2:8][c:9]1[c:10]([C:11](=[O:12])[O:13][CH3:26])[cH:14][c:15]([O:24][CH3:25])[c:16](-[c:18]2[cH:19][cH:20][cH:21][cH:22][cH:23]2)[cH:17]1. Product: Cc1cc(CO)ccc1Br. As a reaction SMILES: [BH3:12].[Br:1][c:2]1[c:3]([CH3:11])[cH:4][c:5]([C:6](=[O:7])[OH:8])[cH:9][cH:10]1.[CH2:13]1[O:14][CH2:15][CH2:16][CH2:17]1.[CH2:18]1[O:19][CH2:20][CH2:21][CH2:22]1>>[Br:1][c:2]1[c:3]([CH3:11])[cH:4][c:5]([CH2:6][OH:7])[cH:9][cH:10]1. Starting materials: B, Cc1cc(C(=O)O)ccc1Br, C1CCOC1, C1CCOC1. Reactants: COC(=O)C(O)=CC(=O)c1cn(Cc2ccccc2)c(=O)n(Cc2ccccc2)c1=O, CCCCCC, CCOC(C)=O, COC(=O)C(O)=CC(=O)c1cn(Cc2ccc(F)cc2)c(=O)n(Cc2ccc(F)cc2)c1=O. Product: O=C(O)C(O)=CC(=O)c1cn(Cc2ccc(F)cc2)c(=O)n(Cc2ccc(F)cc2)c1=O. Reaction SMILES: [CH2:1]([n:2]1[cH:3][c:4]([C:5](=[O:6])[CH:7]=[C:8]([OH:9])[C:10]([O:11][CH3:12])=[O:13])[c:14](=[O:15])[n:16]([CH2:17][c:18]2[cH:19][cH:20][cH:21][cH:22][cH:23]2)[c:24]1=[O:25])[c:26]1[cH:27][cH:28][cH:29][cH:30][cH:31]1.[CH3:65][CH2:66][CH2:67][CH2:68][CH2:69][CH3:70].[CH3:71][CH2:72][O:73][C:74](=[O:75])[CH3:76].[F:32][c:33]1[cH:34][cH:35][c:36]([CH2:37][n:38]2[c:39](=[O:62])[n:40]([CH2:54][c:55]3[cH:56][cH:57][c:58]([F:61])[cH:59][cH:60]3)[c:41](=[O:53])[c:42]([C:44]([CH:45]=[C:46]([C:47](=[O:48])[O:49][CH3:50])[OH:51])=[O:52])[cH:43]2)[cH:63][cH:64]1>>[F:32][c:33]1[cH:34][cH:35][c:36]([CH2:37][n:38]2[c:39](=[O:62])[n:40]([CH2:54][c:55]3[cH:56][cH:57][c:58]([F:61])[cH:59][cH:60]3)[c:41](=[O:53])[c:42]([C:44]([CH:45]=[C:46]([C:47](=[O:48])[OH:49])[OH:51])=[O:52])[cH:43]2)[cH:63][cH:64]1. Starting materials: Cl (HCl), ClC1=NC(=C2N=C(N(C2=N1)C1OCCCC1)C(C)(C)O)Cl (2-[2,6-dichloro-9-(tetrahydro-pyran-2-yl)-9H-purin-8-yl]-propan-2-ol). Solvent: C(Cl)Cl (DCM), CO (methanol). Conditions: time 1 hour. Product: ClC1=NC(=C2N=C(NC2=N1)C(C)(C)O)Cl (2-(2,6-Dichloro-9H-purin-8-yl)-propan-2-ol). Isolated yield 66.2%. RXN SMILES: Cl.[Cl:2][C:3]1[N:11]=[C:10]2[C:6]([N:7]=[C:8]([C:18]([OH:21])([CH3:20])[CH3:19])[N:9]2C2CCCCO2)=[C:5]([Cl:22])[N:4]=1>C(Cl)Cl.CO>[Cl:2][C:3]1[N:11]=[C:10]2[C:6]([N:7]=[C:8]([C:18]([OH:21])([CH3:20])[CH3:19])[NH:9]2)=[C:5]([Cl:22])[N:4]=1. Procedure: HCl (5 mL, 5 mmol, 1 M aqueous solution) was added to a solution of 2-[2,6-dichloro-9-(tetrahydro-pyran-2-yl)-9H-purin-8-yl]-propan-2-ol (6.0 g, 20.66 mmol) in a mixture of DCM (15 mL) and methanol (15 mL) and the resulting solution stirred at RT for 1 h, then concentrated in vacuo. The resulting residue was purified by column chromatography (SiO2, gradient 0 to 50% methanol in DCM) affording 2-(2,6-Dichloro-9H-purin-8-yl)-propan-2-ol as a dark solid (3.38 g, 66%). LCMS (method A): RT=2.12 min, ...